Task: describe an organic reaction: reactants, conditions, products, and yield. Dataset: the Open Reaction Database (ORD), a public repository of structured organic reaction records Reactants: CO (methanol), Cl (hydrochloric acid), Cl.Cl.C(CCCCCCC)NC(=N)NC(=N)NCCCCCCC (N1-octyl-N5-heptyl-biguanide dihydrochloride), CC(=O)C (acetone). Yields the product C(C)(=O)O.C(CCCCCCC)NC=1NC(=NC(N1)(C)C)NCCCCCCC (4-Octylamino-3,6-dihydro-6,6-dimethyl-2-heptylamino-1,3,5-triazine acetate). Reaction SMILES: C[OH:2].Cl.Cl.Cl.[CH2:6]([NH:14][C:15]([NH:17][C:18]([NH:20][CH2:21][CH2:22][CH2:23][CH2:24][CH2:25][CH2:26][CH3:27])=[NH:19])=[NH:16])[CH2:7][CH2:8][CH2:9][CH2:10][CH2:11][CH2:12][CH3:13].[CH3:28][C:29]([CH3:31])=[O:30]>>[C:29]([OH:2])(=[O:30])[CH3:31].[CH2:6]([NH:14][C:15]1[NH:17][C:18]([NH:20][CH2:21][CH2:22][CH2:23][CH2:24][CH2:25][CH2:26][CH3:27])=[N:19][C:29]([CH3:31])([CH3:28])[N:16]=1)[CH2:7][CH2:8][CH2:9][CH2:10][CH2:11][CH2:12][CH3:13] |f:2.3.4,6.7|. Procedure details: 100 ml of methanol, 80 ml of acetone and 0.5 ml of concentrated hydrochloric acid were added to 8.0 g (20.8 mmol) of N1-octyl-N5-heptyl-biguanide dihydrochloride. The mixture was refluxed for 64 hours, and the solvent was distilled off under reduced pressure. To the residue were added 100 ml of ethanol, 60 ml of water and 8.5 ml of 5N sodium hydroxide, and the mixture was refluxed for 1 hour, concentrated under reduced pressure, and extracted with ethyl acetate. The extract was washed with water... Starting materials: Cl.[N+](=O)([O-])C1=C(C=CC=C1)N1CC2(CCNCC2)C2=CC=CC=C12 (1-(2-nitrophenyl)spiro[indoline-3,4'-piperidine]hydrochloride). Reagents/catalysts: [Fe] (iron). Solvent: Cl (hydrochloric acid), CO (methanol). Yields the product Cl.Cl.NC1=C(C=CC=C1)N1CC2(CCNCC2)C2=CC=CC=C12 (1-(2-aminophenyl)spiro[indoline-3,4'-piperidine]dihydrochloride). Reaction SMILES: [ClH:1].[N+:2]([C:5]1[CH:10]=[CH:9][CH:8]=[CH:7][C:6]=1[N:11]1[C:24]2[C:19](=[CH:20][CH:21]=[CH:22][CH:23]=2)[C:13]2([CH2:18][CH2:17][NH:16][CH2:15][CH2:14]2)[CH2:12]1)([O-])=O>Cl.CO.[Fe]>[ClH:1].[ClH:1].[NH2:2][C:5]1[CH:10]=[CH:9][CH:8]=[CH:7][C:6]=1[N:11]1[C:24]2[C:19](=[CH:20][CH:21]=[CH:22][CH:23]=2)[C:13]2([CH2:14][CH2:15][NH:16][CH2:17][CH2:18]2)[CH2:12]1 |f:0.1,5.6.7|. Procedure details: 3.76 g of iron powder is added portionwise to a rapidly stirred ice cold slurry of 7.66 g of 1-(2-nitrophenyl)spiro[indoline-3,4'-piperidine]hydrochloride of Example 38 in 11.8 ml of concentrated hydrochloric acid and 300 ml of methanol. After heating at reflux for 3 hours, the reaction mixture (at room temperature) is filtered, made basic using 10% aqueous sodium hydroxide and extracted with chloroform. The organic phase is filtered through a pad of celite on a sintered glass funnel and the fil... The reactants are CO, COC(=O)c1ccc(Cc2cn(C)c3ccc(C(=O)NCC(C)CC(F)(F)F)cc23)c(OC)c1, [Li+], [OH-], O, O. Product: COc1cc(C(=O)O)ccc1Cc1cn(C)c2ccc(C(=O)NCC(C)CC(F)(F)F)cc12. Reaction SMILES: [CH3:39][OH:40].[CH3:4][O:5][c:6]1[cH:7][c:8]([C:9](=[O:10])[O:11][CH3:12])[cH:13][cH:14][c:15]1[CH2:16][c:17]1[cH:18][n:19]([CH3:37])[c:20]2[cH:21][cH:22][c:23]([C:26]([NH:27][CH2:28][CH:29]([CH2:30][C:31]([F:32])([F:33])[F:34])[CH3:35])=[O:36])[cH:24][c:25]12.[Li+:3].[OH-:2].[OH2:1].[OH2:38]>>[CH3:4][O:5][c:6]1[cH:7][c:8]([C:9](=[O:10])[OH:11])[cH:13][cH:14][c:15]1[CH2:16][c:17]1[cH:18][n:19]([CH3:37])[c:20]2[cH:21][cH:22][c:23]([C:26]([NH:27][CH2:28][CH:29]([CH2:30][C:31]([F:32])([F:33])[F:34])[CH3:35])=[O:36])[cH:24][c:25]12.